Dataset: the Open Reaction Database (ORD), a public repository of structured organic reaction records. Task: describe an organic reaction: reactants, conditions, products, and yield Starting materials: N1C=NC=C1 (Imidazole), [Si](C)(C)(C(C)(C)C)Cl (t-butyldimethylsilyl chloride), OCCOC1=CC=C(C=C1)C1=CC(=NN1C1=CC=C(C=C1)OC)C(=O)OCC (ethyl 5-[4-{2-(hydroxy)ethoxy}phenyl]-1-(4-methoxyphenyl)-1H-pyrazole-3-carboxylate). Run in CN(C)C=O (DMF). Conditions: time 2 hour. Yields the product [Si](C)(C)(C(C)(C)C)OCCOC1=CC=C(C=C1)C1=CC(=NN1C1=CC=C(C=C1)OC)C(=O)OCC (ethyl 5-[4-(2-{[tert-butyl(dimethyl)silyl]oxy}ethoxy)-phenyl]-1-(4-methoxyphenyl)-1H-pyrazole-3-carboxylate). Isolated yield 94.3%. Reaction SMILES: N1C=CN=C1.[Si:6](Cl)([C:9]([CH3:12])([CH3:11])[CH3:10])([CH3:8])[CH3:7].[OH:14][CH2:15][CH2:16][O:17][C:18]1[CH:23]=[CH:22][C:21]([C:24]2[N:28]([C:29]3[CH:34]=[CH:33][C:32]([O:35][CH3:36])=[CH:31][CH:30]=3)[N:27]=[C:26]([C:37]([O:39][CH2:40][CH3:41])=[O:38])[CH:25]=2)=[CH:20][CH:19]=1>CN(C=O)C>[Si:6]([O:14][CH2:15][CH2:16][O:17][C:18]1[CH:19]=[CH:20][C:21]([C:24]2[N:28]([C:29]3[CH:34]=[CH:33][C:32]([O:35][CH3:36])=[CH:31][CH:30]=3)[N:27]=[C:26]([C:37]([O:39][CH2:40][CH3:41])=[O:38])[CH:25]=2)=[CH:22][CH:23]=1)([C:9]([CH3:12])([CH3:11])[CH3:10])([CH3:8])[CH3:7]. Procedure: Imidazole (680 mg) and t-butyldimethylsilyl chloride (903 mg) was added successively to a solution of ethyl 5-[4-{2-(hydroxy)ethoxy}phenyl]-1-(4-methoxyphenyl)-1H-pyrazole-3-carboxylate (1.91 g) in DMF (15 ml) under cooling in an ice bath. After stirring at ambient temperature for 2 hours, the mixture was partitioned between AcOEt and H2O. The oreganic layer was washed with H2O, saturated aqueous sodium chloride solution, dried over MgSO4, concentrated in vacuo. The residual crystals were collec...